From a dataset of the Open Reaction Database (ORD), a public repository of structured organic reaction records. describe an organic reaction: reactants, conditions, products, and yield Starting materials: CN(/C=C/C(=O)C1=NN(C=CC1=O)C1=CC(=CC=C1)S(=O)(=O)C)C (3-((E)-3-dimethylamino-acryloyl)-1-(3-methansulfonyl-phenyl)-1H-pyridazin-4-one), N(N)C1=CC=C(C(=O)O)C=C1 (4-hydrazino-benzoic acid). The product is CS(=O)(=O)C=1C=C(C=CC1)N1N=C(C(C=C1)=O)C1=CC=NN1C1=CC=C(C(=O)O)C=C1 (4-{5-[1-(3-Methanesulfonyl-phenyl)-4-oxo-1,4-dihydro-pyridazin-3-yl]-pyrazol-1-yl}-benzoic acid). RXN SMILES: C[N:2](C)/[CH:3]=[CH:4]/[C:5]([C:7]1[C:12](=[O:13])[CH:11]=[CH:10][N:9]([C:14]2[CH:19]=[CH:18][CH:17]=[C:16]([S:20]([CH3:23])(=[O:22])=[O:21])[CH:15]=2)[N:8]=1)=O.[NH:25]([C:27]1[CH:35]=[CH:34][C:30]([C:31]([OH:33])=[O:32])=[CH:29][CH:28]=1)N>>[CH3:23][S:20]([C:16]1[CH:15]=[C:14]([N:9]2[CH:10]=[CH:11][C:12](=[O:13])[C:7]([C:5]3[N:25]([C:27]4[CH:35]=[CH:34][C:30]([C:31]([OH:33])=[O:32])=[CH:29][CH:28]=4)[N:2]=[CH:3][CH:4]=3)=[N:8]2)[CH:19]=[CH:18][CH:17]=1)(=[O:22])=[O:21]. Procedure: Reaction of 3-((E)-3-dimethylamino-acryloyl)-1-(3-methansulfonyl-phenyl)-1H-pyridazin-4-one (A-7) and 4-hydrazino-benzoic acid according to example 43 gave the desired product. MS: M=437.0 (M+H)+ Reactants: [Al+3], CCCCCCCCC1CC1C(=O)OCC, [H-], [H-], [H-], [H-], [H][H], [Li+], N, O=S(=O)(O)O. Product: CCCCCCCCC1CC1C(N)=O. Reaction SMILES: [Al+3:2].[CH2:10]([CH2:11][CH2:12][CH2:13][CH2:14][CH2:15][CH2:16][CH3:17])[CH:18]1[CH:19]([C:21]([O:23][CH2:22][CH3:24])=[O:25])[CH2:20]1.[H-:1].[H-:4].[H-:5].[H-:6].[H:8][H:9].[Li+:3].[NH3:7].[S:26](=[O:27])(=[O:28])([OH:29])[OH:30]>>[NH2:7][C:21]([CH:19]1[CH:18]([CH2:10][CH2:11][CH2:12][CH2:13][CH2:14][CH2:15][CH2:16][CH3:17])[CH2:20]1)=[O:23]. Reactants: C(#N)C1=CC=C(C=C1)NC(CCCCC(=O)O)=O (6-(4-cyanophenylamino)-6-oxohexanoic acid), C(C)N1C2=CC=CC=C2C=2C=C(C=CC12)N (9-ethyl-9H-carbazol-3-amine). The product is C(#N)C1=CC=C(C=C1)NC(CCCCC(=O)NC=1C=CC=2N(C3=CC=CC=C3C2C1)CC)=O (N-(4-cyanophenyl)-N′-(9-ethyl-9H-carbazol-3-yl)hexanediamide). As a reaction SMILES: [C:1]([C:3]1[CH:8]=[CH:7][C:6]([NH:9][C:10](=[O:18])[CH2:11][CH2:12][CH2:13][CH2:14][C:15]([OH:17])=O)=[CH:5][CH:4]=1)#[N:2].[CH2:19]([N:21]1[C:33]2[CH:32]=[CH:31][C:30]([NH2:34])=[CH:29][C:28]=2[C:27]2[C:22]1=[CH:23][CH:24]=[CH:25][CH:26]=2)[CH3:20]>>[C:1]([C:3]1[CH:4]=[CH:5][C:6]([NH:9][C:10](=[O:18])[CH2:11][CH2:12][CH2:13][CH2:14][C:15]([NH:34][C:30]2[CH:31]=[CH:32][C:33]3[N:21]([CH2:19][CH3:20])[C:22]4[C:27]([C:28]=3[CH:29]=2)=[CH:26][CH:25]=[CH:24][CH:23]=4)=[O:17])=[CH:7][CH:8]=1)#[N:2]. Reported procedure: Using the compound obtained in Step 1 and 9-ethyl-9H-carbazol-3-amine, and by the reaction and purification in the same manner as in the method described in Step 2 of Example 3, the title compound was obtained. The reactants are BrC=1C(=NC=C(N1)C1CCNCC1)N (3-bromo-5-(piperidin-4-yl)pyrazin-2-amine), CCN(C(C)C)C(C)C (DIEA), CS(=O)(=O)Cl (methanesulfonyl chloride). Solvent: C(Cl)Cl (DCM). Conditions: time 60 minute. The product is BrC=1C(=NC=C(N1)C1CCN(CC1)S(=O)(=O)C)N (3-bromo-5-(1-(methylsulfonyl)piperidin-4-yl)pyrazin-2-amine). RXN SMILES: [Br:1][C:2]1[C:3]([NH2:14])=[N:4][CH:5]=[C:6]([CH:8]2[CH2:13][CH2:12][NH:11][CH2:10][CH2:9]2)[N:7]=1.CCN(C(C)C)C(C)C.[CH3:24][S:25](Cl)(=[O:27])=[O:26]>C(Cl)Cl>[Br:1][C:2]1[C:3]([NH2:14])=[N:4][CH:5]=[C:6]([CH:8]2[CH2:9][CH2:10][N:11]([S:25]([CH3:24])(=[O:27])=[O:26])[CH2:12][CH2:13]2)[N:7]=1. Procedure: To 3-bromo-5-(piperidin-4-yl)pyrazin-2-amine (50 mg, 0.194 mmol) in DCM (2 mL) in ice bath was added DIEA (340 μl, 1.945 mmol) and methanesulfonyl chloride (16.67 μl, 0.214 mmol). The reaction mixture was stirred for 60 min. The reaction mixture was extracted with DCM. The organic layer was washed with brine, dried over sodium sulfate, filtered and evaporated in vacuo. (30 mg, 46%). LCMS (m/z): 335.2/337.2 (MH+), 0.572 min. Yields the product N.CO (NH3 MeOH), NC1=NC=CC(=N1)N (2,4-diaminopyrimidine). The solvent is CO (methanol). Reported procedure: A sealed tube charged with enantiomerically pure mono-SNAr product 57a (2.25 g, 8 mmol), aniline 7 (1.80 g, 8.8 mmol), TFA (1.12 mL) and methanol (18 mL) was stirred at 100° C. for 24 hours. The resulting viscous but homogeneous solution was concentrated and the residue was chromatographed (silica gel, CH2Cl2 then 2-5% 2N NH3/MeOH in CH2Cl2) to afford the expected 2,4-diaminopyrimidine derivative 60a (2.28 g, 63%; purity: 95% AUC; enantiomeric purity: greater than 99% as determined by chiral HPL... Starting materials: product 57a, NC(=O)[C@@H]1[C@@H]([C@H]2C=C[C@@H]1C2)NC2=NC(=NC=C2F)NC2=CC(=C(C=C2)N2CCN(CC2)C)C ((1R,2R,3S,4S)—N4-(3-Aminocarbonylbicyclo[2.2.1]hept-5-en-2-yl)-5-fluoro-N2-[3-methyl-4-(4-methylpiperazin-1-yl)phenyl]-2,4-pyrimidinediamine), C(=O)(C(F)(F)F)O (TFA). Reaction SMILES: [NH2:1][C:2]([C@H]1[C@H]2C[C@H](C=C2)[C@H]1[NH:11][C:12]1[C:17](F)=[CH:16][N:15]=[C:14]([NH:19]C2C=CC(N3CCN(C)CC3)=C(C)C=2)[N:13]=1)=[O:3].C(O)(C(F)(F)F)=O>CO>[NH3:1].[CH3:2][OH:3].[NH2:19][C:14]1[N:13]=[C:12]([NH2:11])[CH:17]=[CH:16][N:15]=1 |f:3.4|. Run at temperature 100 celsius, time 24 hour. The yield is 2.0%.